This data is from the Open Reaction Database (ORD), a public repository of structured organic reaction records. The task is: describe an organic reaction: reactants, conditions, products, and yield Reactants: [BH3-]C#N, Cc1cc(NCCN)n2nc(C)cc2n1, CO, [Na+], O=C1CCCC1. The product is Cc1cc(NCCNC2CCCC2)n2nc(C)cc2n1. Reaction SMILES: [C:22]([BH3-:23])#[N:24].[CH3:1][c:2]1[n:3][n:4]2[c:5]([n:6][c:7]([CH3:14])[cH:8][c:9]2[NH:10][CH2:11][CH2:12][NH2:13])[cH:15]1.[CH3:26][OH:27].[Na+:25].[O:16]=[C:17]1[CH2:18][CH2:19][CH2:20][CH2:21]1>>[CH3:1][c:2]1[n:3][n:4]2[c:5]([n:6][c:7]([CH3:14])[cH:8][c:9]2[NH:10][CH2:11][CH2:12][NH:13][CH:17]2[CH2:18][CH2:19][CH2:20][CH2:21]2)[cH:15]1. Reactants: COc1ccc(-c2nc(Sc3ccc(F)cc3F)[nH]c2-c2ccc(OC)cc2)cc1, ClCCl, O=C(OO)c1cccc(Cl)c1. The product is COc1ccc(-c2nc(S(=O)c3ccc(F)cc3F)[nH]c2-c2ccc(OC)cc2)cc1. Reaction SMILES: [CH3:12][O:13][c:14]1[cH:15][cH:16][c:17](-[c:20]2[n:21][c:22]([S:33][c:34]3[c:35]([F:41])[cH:36][c:37]([F:40])[cH:38][cH:39]3)[nH:23][c:24]2-[c:25]2[cH:26][cH:27][c:28]([O:31][CH3:32])[cH:29][cH:30]2)[cH:18][cH:19]1.[Cl:42][CH2:43][Cl:44].[OH:1][O:2][C:3]([c:4]1[cH:5][c:6]([Cl:7])[cH:8][cH:9][cH:10]1)=[O:11]>>[O:1]=[S:33]([c:22]1[n:21][c:20](-[c:17]2[cH:16][cH:15][c:14]([O:13][CH3:12])[cH:19][cH:18]2)[c:24](-[c:25]2[cH:26][cH:27][c:28]([O:31][CH3:32])[cH:29][cH:30]2)[nH:23]1)[c:34]1[c:35]([F:41])[cH:36][c:37]([F:40])[cH:38][cH:39]1. Starting materials: C(C=C)N(C(C1=CC=C(C=C1)Cl)=O)[C@@H]1CC[C@H](CC1)C1=CC=C(C=C1)CNC (trans-N-allyl-N-(4-chlorobenzoyl)-4-(4-methylaminomethylphenyl)cyclohexylamine), BrCCCO (3-bromo-1-propanol). Solvent: C(Cl)Cl.CO (methylene chloride methanol). Yields the product C(C=C)N(C(C1=CC=C(C=C1)Cl)=O)[C@@H]1CC[C@H](CC1)C1=C(C=C(C=C1)CCCO)CNC (trans-N-allyl-N-(4-chlorobenzoyl)-4-[4-(3-hydroxypropyl)methylaminomethylphenyl]cyclohexylamine). RXN SMILES: [CH2:1]([N:4]([C@H:14]1[CH2:19][CH2:18][C@H:17](C2C=CC(CNC)=CC=2)[CH2:16][CH2:15]1)[C:5](=[O:13])[C:6]1[CH:11]=[CH:10][C:9]([Cl:12])=[CH:8][CH:7]=1)[CH:2]=[CH2:3].Br[CH2:30][CH2:31][CH2:32][OH:33]>C(Cl)Cl.CO>[CH2:1]([N:4]([C@H:14]1[CH2:15][CH2:16][C@H:17]([C:7]2[CH:8]=[CH:9][C:10]([CH2:30][CH2:31][CH2:32][OH:33])=[CH:11][C:6]=2[CH2:5][NH:4][CH3:1])[CH2:18][CH2:19]1)[C:5](=[O:13])[C:6]1[CH:11]=[CH:10][C:9]([Cl:12])=[CH:8][CH:7]=1)[CH:2]=[CH2:3] |f:2.3|. Procedure details: from trans-N-allyl-N-(4-chlorobenzoyl)-4-(4-methylaminomethylphenyl)cyclohexylamine and 3-bromo-1-propanol. Oil. Rf value: 0.56 (alumina, methylene chloride/methanol=50:1, v:v). The reactants are BrC1=NC=C(C=C1)Br (2,5-dibromopyridine), C(CCCCC)O (1-hexanol), [H-].[Na+] (sodium hydride), ice water. Solvent: CN(C)C=O (DMF), CN(C)C=O (DMF), CN(C)C=O (DMF). Reaction conditions: temperature 80 celsius, time 1 hour. Yields the product BrC=1C=CC(=NC1)OCCCCCC (5-bromo-2-hexyloxypyridine). The yield is 100.7%. RXN SMILES: [CH2:1]([OH:7])[CH2:2][CH2:3][CH2:4][CH2:5][CH3:6].[H-].[Na+].Br[C:11]1[CH:16]=[CH:15][C:14]([Br:17])=[CH:13][N:12]=1>CN(C=O)C>[Br:17][C:14]1[CH:15]=[CH:16][C:11]([O:7][CH2:1][CH2:2][CH2:3][CH2:4][CH2:5][CH3:6])=[N:12][CH:13]=1 |f:1.2|. Reported procedure: A solution of 300 mmol of 1-hexanol in 100 ml of DMF is added dropwise at 50° C. under a protective gas to a suspension of 300 mmol of sodium hydride (80 percent in mineral oil) in 100 ml of dry DMF. The mixture is stirred at 80° C. for 1 hour, and a solution of 200 mmol of 2,5-dibromopyridine in 150 ml of warm DMF is subsequently slowly added dropwise. The mixture is then stirred at 80° C. for 3-4 hours. For hydrolysis, the cooled reaction mixture is introduced into 1 l of ice/water, the mixtur... Reactants: C(CCCCCCC\C=C/C\C=C/CCCCC)(=O)O (linoleic acid), CC/C=C\C/C=C\C/C=C\CCCCCCCC(=O)OO (13-hydroperoxylinolenic acid), C1C(=C)O1 (allene oxide), CC/C=C\C/C=C\C/C=C\CCCCCCCC(=O)O (linolenic acid), C1C(=C)O1 (allene oxide), CC/C=C\C[C@H]1[C@H](C=CC1=O)CCCCCCCC(=O)O (12-oxo-phytodienoic acid), expoxy-octadecatrienoic acid, CC/C=C\C/C=C\C/C=C\CCCCCCCC(=O)O (linolenic acid), CCCCC/C=C\C/C=C\CCCCCCCC(=O)O (Linoleic), CC/C=C\C/C=C\C/C=C\CCCCCCCC(=O)OO (13-hydroperoxylinolenic acid). The solvent is CC/C=C\C[C@@H]1[C@H](CCC1=O)CC(=O)O (jasmonic acid). Yields the product CC/C=C\C[C@H]1[C@H](CCC1=O)CC(=O)O ((+)-7-iso-jasmonic acid). As a reaction SMILES: [C:1]([OH:20])(=[O:19])[CH2:2][CH2:3][CH2:4][CH2:5][CH2:6][CH2:7][CH2:8]/[CH:9]=[CH:10]\[CH2:11]/[CH:12]=C\CCCCC.CC/C=C\C/C=C\C/C=C\CCCCCCCC(O)=[O:39].CC/C=C\C/C=C\C/C=C\CCCCCCCC(OO)=O.C1OC1=C.CC/C=C\C[C@@H]1C(=O)C=C[C@@H]1CCCCCCCC(O)=O>CC/C=C\C[C@H]1C(=O)CC[C@@H]1CC(O)=O>[CH3:12][CH2:11]/[CH:10]=[CH:9]\[CH2:8][C@@H:7]1[C:6](=[O:39])[CH2:5][CH2:4][C@@H:3]1[CH2:2][C:1]([OH:20])=[O:19]. Reported procedure: The first step in jasmonic acid biosynthesis is the formation of linoleic acid (Chemical Abstracts name: (Z,Z)-9,12-Octadecadienoic acid) and linolenic acid (Chemical Abstracts name: (Z,Z,Z)-9,12,15-Octadecatrienoic acid) from membrane lipid breakdown, catalysed by phospholipase. Linoleic and linolenic acid are converted to 13-hydroperoxylinolenic acid by the action of lipoxygenase. 13-hydroperoxylinolenic acid is converted into 12,13 expoxy-octadecatrienoic acid in the presence of allene oxide ... Reactants: ClC1=NC=C(C(=O)O)C=C1 (6-chloronicotinic acid), C(=O)(N1C=NC=C1)N1C=NC=C1 (1,1'-carbonyldiimidazole), N1(C=NC=C1)CCCCCN (1H-imidazole-1-pentanamine). Run in O1CCCC1 (tetrahydrofuran). Run at time 3 hour. Product: ClC1=CC=C(C=N1)C(=O)NCCCCCN1C=NC=C1 (6-Chloro-N-[5-(1H-imidazol-1-yl)pentyl]-3-pyridinecarboxamide). Yield: 79.2%. Reaction SMILES: [Cl:1][C:2]1[CH:10]=[CH:9][C:5]([C:6]([OH:8])=O)=[CH:4][N:3]=1.C(N1C=CN=C1)(N1C=CN=C1)=O.[N:23]1([CH2:28][CH2:29][CH2:30][CH2:31][CH2:32][NH2:33])[CH:27]=[CH:26][N:25]=[CH:24]1>O1CCCC1>[Cl:1][C:2]1[N:3]=[CH:4][C:5]([C:6]([NH:33][CH2:32][CH2:31][CH2:30][CH2:29][CH2:28][N:23]2[CH:27]=[CH:26][N:25]=[CH:24]2)=[O:8])=[CH:9][CH:10]=1. Reported procedure: A mixture of 1.58 g of 6-chloronicotinic acid and 1.62 g of 1,1'-carbonyldiimidazole in 30 ml of tetrahydrofuran was stirred at room temperature for 3 hours. Then 1.52 g of 1H-imidazole-1-pentanamine was added. The procedure of Example 36 was followed to conclusion and gave 2.3 g of the compound of the Example as white crystals, mp 110°-112° C. Reactants: C(C)(C)(C)OC(=O)N1CC(CC1)NC(=O)C=1SC=CC1NC1=C2C(=NC=C1)NC=C2 (3-{[3-(1H-Pyrrolo[2,3-b]pyridin-4-ylamino)-thiophene-2-carbonyl]-amino}-pyrrolidine-1-carboxylic acid tert-butyl ester), C(=O)(OC(C)(C)C)C1CCN(CC1)N (4-Boc-aminopiperidine). Yields the product NC1CCN(CC1)C(=O)C=1SC=CC1NC1=C2C(=NC=C1)NC=C2 ((4-Amino-piperidin-1-yl)-[3-(1H-pyrrolo[2,3-b]pyridin-4-ylamino)-thiophen-2-yl]-methanone). RXN SMILES: C(OC([N:8]1[CH2:12][CH2:11][CH:10]([NH:13][C:14]([C:16]2[S:17][CH:18]=[CH:19][C:20]=2[NH:21][C:22]2[CH:27]=[CH:26][N:25]=[C:24]3[NH:28][CH:29]=[CH:30][C:23]=23)=[O:15])C1)=O)(C)(C)C.[C:31]([CH:38]1CCN(N)CC1)(OC(C)(C)C)=O>>[NH2:8][CH:12]1[CH2:38][CH2:31][N:13]([C:14]([C:16]2[S:17][CH:18]=[CH:19][C:20]=2[NH:21][C:22]2[CH:27]=[CH:26][N:25]=[C:24]3[NH:28][CH:29]=[CH:30][C:23]=23)=[O:15])[CH2:10][CH2:11]1. Reported procedure: This compound was prepared in an analogous manner as 3-{[3-(1H-Pyrrolo[2,3-b]pyridin-4-ylamino)-thiophene-2-carbonyl]-amino}-pyrrolidine-1-carboxylic acid tert-butyl ester using 4-Boc-aminopiperidine instead of 1-BOC-3-aminopyrrolidine. LCMS (ESI) 342 (M+H) 1H NMR (400 MHz, DMSO-d6) δ ppm 12.52 (1H, s) 10.36 (1H, s) 8.18 (1H, d, J=4.10 Hz) 8.04 (1H, d, J=7.03 Hz) 7.87 (1H, d, J=5.08 Hz) 7.33-7.37 (1H, m) 7.15 (1H, d, J=5.27 Hz) 6.53 (1H, d, J=7.03 Hz) 3.54 (4H, s) 2.81-2.94 (1H, m) 1.82 (2H, d, ... Reactants: [OH-].[Na+] (NaOH), C1(=CC=CC=C1)CCNC(C1=CC(=CC=C1)F)=O (N-phenylethyl-3-fluorobenzamide), P(=O)(Cl)(Cl)Cl (phosphorus oxychloride), O=P12OP3(=O)OP(=O)(O1)OP(=O)(O2)O3 (phosphorus pentoxide). The solvent is C=1(C(=CC=CC1)C)C (xylene). Product: FC=1C=C(C=CC1)C1=NCCC2=CC=CC=C12 (1-(3-Fluorophenyl)-3,4-dihydroisoquinoline). RXN SMILES: [C:1]1([CH2:7][CH2:8][NH:9][C:10](=O)[C:11]2[CH:16]=[CH:15][CH:14]=[C:13]([F:17])[CH:12]=2)[CH:6]=[CH:5][CH:4]=[CH:3][CH:2]=1.O=P12OP3(OP(OP(O3)(O1)=O)(=O)O2)=O.P(Cl)(Cl)(Cl)=O.[OH-].[Na+]>C1(C)C(C)=CC=CC=1>[F:17][C:13]1[CH:12]=[C:11]([C:10]2[C:6]3[C:1](=[CH:2][CH:3]=[CH:4][CH:5]=3)[CH2:7][CH2:8][N:9]=2)[CH:16]=[CH:15][CH:14]=1 |f:3.4|. Procedure: 289.0 g (1.19 mol) of N-phenylethyl-3-fluorobenzamide were dissolved in 1000 ml of xylene and admixed at 90° C. in portions with 202.7 g (1.43 mol, 1.2 eq.) of phosphorus pentoxide. Subsequently, 326.8 ml (3.57 mol, 3.0 eq.) of phosphorus oxychloride were added dropwise. The mixture was heated under reflux for 4 h. The reaction solution was subsequently poured while hot onto ice and adjusted cautiously to pH=12 with solid NaOH with ice cooling. The precipitate was extracted three times with 500 ... Solvent: N1=CC=CC=C1 (pyridine). The yield is 79.0%. Reactants: C(CCC)(=O)C=1C=NC2=C(C=CC=C2C1NC1=C(C=C(C=C1)O)C)OC (3-Butyryl-4-(4-hydroxy-2-methylphenylamino)-8-methoxyquinoline), C(C)(=O)OC(C)=O (acetic anhydride). As a reaction SMILES: [C:1]([C:6]1[CH:7]=[N:8][C:9]2[C:14]([C:15]=1[NH:16][C:17]1[CH:22]=[CH:21][C:20]([OH:23])=[CH:19][C:18]=1[CH3:24])=[CH:13][CH:12]=[CH:11][C:10]=2[O:25][CH3:26])(=[O:5])[CH2:2][CH2:3][CH3:4].[C:27](OC(=O)C)(=[O:29])[CH3:28]>N1C=CC=CC=1>[C:1]([C:6]1[CH:7]=[N:8][C:9]2[C:14]([C:15]=1[NH:16][C:17]1[CH:22]=[CH:21][C:20]([O:23][C:27](=[O:29])[CH3:28])=[CH:19][C:18]=1[CH3:24])=[CH:13][CH:12]=[CH:11][C:10]=2[O:25][CH3:26])(=[O:5])[CH2:2][CH2:3][CH3:4]. Procedure details: 3-Butyryl-4-(4-hydroxy-2-methylphenylamino)-8-methoxyquinoline (1.75 g, 5 mmol) was dissolved in a mixture of acetic anhydride (10 ml) and pyridine (10 ml), stirred for 18 hours at room temperature, then the solvent evaporated, the product dissolved in dichloromethane and washed with aqueous sodium bicarbonate. Dryinq, evaporation, and recrystallisation from ethyl acetate/petroleum ether gave 3-butyryl-4-(4-acetoxy-2-methylphenylamino)-8-methoxyquinoline (1.55 g, 79%), m.p. 167°-169°. The product is C(CCC)(=O)C=1C=NC2=C(C=CC=C2C1NC1=C(C=C(C=C1)OC(C)=O)C)OC (3-butyryl-4-(4-acetoxy-2-methylphenylamino)-8-methoxyquinoline). Run at time 18 hour. Starting materials: NC(Cc1ccc(Br)cc1)C(=O)O, OB(O)c1ccccc1O. Product: NC(Cc1ccc(-c2ccccc2O)cc1)C(=O)O. RXN SMILES: [Br:1][c:2]1[cH:3][cH:4][c:5]([CH2:6][CH:7]([NH2:8])[C:9](=[O:10])[OH:11])[cH:12][cH:13]1.[OH:14][c:15]1[c:16]([B:21]([OH:22])[OH:23])[cH:17][cH:18][cH:19][cH:20]1>>[c:2]1(-[c:16]2[c:15]([OH:14])[cH:20][cH:19][cH:18][cH:17]2)[cH:3][cH:4][c:5]([CH2:6][CH:7]([NH2:8])[C:9](=[O:10])[OH:11])[cH:12][cH:13]1.